From a dataset of the Open Reaction Database (ORD), a public repository of structured organic reaction records. describe an organic reaction: reactants, conditions, products, and yield Reactants: [H][H] (hydrogen), ClC1=CC2=C(N(C(N2)=O)C2CCN(CC2)CCNC(C2=C(C=C(C=C2)F)[N+](=O)[O-])=O)C=C1 (N-{2-[4-(5-chloro-2,3-dihydro-2-oxo-1H-benzimidazol-1yl)-1-piperidinyl]ethyl}-4-fluoro-2-nitrobenzamide). The reagents and catalysts are [Ni] (Raney-nickel). Run in CO (methanol). Product: O.O.Cl.NC1=C(C(=O)NCCN2CCC(CC2)N2C(NC3=C2C=CC(=C3)Cl)=O)C=CC(=C1)F (2-amino-N-{2-[4-(5-chloro-2,3-dihydro-2-oxo-1H-benzimidazol-1yl)-1-piperidinyl]ethyl}-4-fluorobenzamide hydrochloride dihydrate). As a reaction SMILES: [Cl:1][C:2]1[CH:32]=[CH:31][C:5]2[N:6]([CH:10]3[CH2:15][CH2:14][N:13]([CH2:16][CH2:17][NH:18][C:19](=[O:30])[C:20]4[CH:25]=[CH:24][C:23]([F:26])=[CH:22][C:21]=4[N+:27]([O-])=O)[CH2:12][CH2:11]3)[C:7](=[O:9])[NH:8][C:4]=2[CH:3]=1.[H][H]>[Ni].CO>[OH2:9].[OH2:9].[ClH:1].[NH2:27][C:21]1[CH:22]=[C:23]([F:26])[CH:24]=[CH:25][C:20]=1[C:19]([NH:18][CH2:17][CH2:16][N:13]1[CH2:14][CH2:15][CH:10]([N:6]2[C:5]3[CH:31]=[CH:32][C:2]([Cl:1])=[CH:3][C:4]=3[NH:8][C:7]2=[O:9])[CH2:11][CH2:12]1)=[O:30] |f:4.5.6.7|. Procedure details: A mixture of 0.9 parts of N-{2-[4-(5-chloro-2,3-dihydro-2-oxo-1H-benzimidazol-1yl)-1-piperidinyl]ethyl}-4-fluoro-2-nitrobenzamide in 80 parts of methanol is hydrogenated at normal pressure and at room temperature with 1 part of Raney-nickel catalyst. After the calculated amount of hydrogen is taken up, the catalyst is filtered off and the filtrate is evaporated. The residue is converted into the hydrochloride salt in 4-methyl-2-pentanone and 2-propanol. The salt is filtered off and crystallized ... Starting materials: C1(=CC=CC=C1)[C@H]1C[C@H]([C@H]2C[C@@H]12)N ((1S,2R,4S,5S)-4-phenylbicyclo[3.1.0]hexan-2-amine), CCN(C(C)C)C(C)C (DIPEA), O=C1N(C(CC1)=O)OC(=O)NC1=C2C=NN(C2=CC=C1)C(=O)OC (methyl 4-((2,5-dioxopyrrolidin-1-yloxy)carbonylamino)-1H-indazole-1-carboxylate), [OH-].[Na+] (sodium hydroxide). Run in CN(C)C=O (DMF), CCOC(=O)C (EtOAc), CO (MeOH). Conditions: time 15 minute. Product: N1N=CC2=C(C=CC=C12)NC(=O)N[C@H]1[C@H]2C[C@H]2[C@H](C1)C1=CC=CC=C1 (1-(1H-indazol-4-yl)-3-((1S,2R,4S,5S)-4-phenylbicyclo[3.1.0]hex-2-yl)urea). The yield is 72.2%. RXN SMILES: [C:1]1([C@@H:7]2[C@H:12]3[C@H:10]([CH2:11]3)[C@H:9]([NH2:13])[CH2:8]2)[CH:6]=[CH:5][CH:4]=[CH:3][CH:2]=1.CCN(C(C)C)C(C)C.O=C1CCC(=O)N1[O:30][C:31]([NH:33][C:34]1[CH:42]=[CH:41][CH:40]=[C:39]2[C:35]=1[CH:36]=[N:37][N:38]2C(OC)=O)=O.[OH-].[Na+]>CCOC(C)=O.CO.CN(C=O)C>[NH:38]1[C:39]2[C:35](=[C:34]([NH:33][C:31]([NH:13][C@@H:9]3[CH2:8][C@H:7]([C:1]4[CH:2]=[CH:3][CH:4]=[CH:5][CH:6]=4)[C@H:12]4[C@@H:10]3[CH2:11]4)=[O:30])[CH:42]=[CH:41][CH:40]=2)[CH:36]=[N:37]1 |f:3.4|. Procedure: An orange solution of Example 55C (20 mg, 0.115 mmol), DMF (1 mL), DIPEA (0.042 mL, 0.242 mmol), and methyl 4-((2,5-dioxopyrrolidin-1-yloxy)carbonylamino)-1H-indazole-1-carboxylate (40.3 mg, 0.121 mmol) was stirred at ambient temperature. After 15 minutes, MeOH (2.00 mL) and sodium hydroxide (50 wt % in water, 0.018 mL, 0.346 mmol) were added. After 20 minutes of stirring, the mixture was diluted with EtOAc (30 mL) and washed with water (10 mL) and brine (10 mL), dried (Na2SO4), and concentrated... The reactants are CCCC[O-], CI, CN(C)C=O, CC(=O)O, O=[N+]([O-])C=C1C[N+]([O-])=C(c2ccccc2F)c2cc(Cl)ccc2N1, [K]. Product: CC1C(=C[N+](=O)[O-])Nc2ccc(Cl)cc2C(c2ccccc2F)=[N+]1[O-]. RXN SMILES: [CH3:2][CH2:3][CH2:4][CH2:5][O-:6].[CH3:31][I:32].[CH3:33][N:34]([CH3:35])[CH:36]=[O:37].[CH3:38][C:39](=[O:40])[OH:41].[Cl:7][c:8]1[cH:9][cH:10][c:11]2[c:12]([cH:30]1)[C:13]([c:23]1[c:24]([F:29])[cH:25][cH:26][cH:27][cH:28]1)=[N+:14]([O-:22])[CH2:15][C:16](=[CH:18][N+:19](=[O:20])[O-:21])[NH:17]2.[K:1]>>[CH3:2][CH:15]1[N+:14]([O-:22])=[C:13]([c:23]2[c:24]([F:29])[cH:25][cH:26][cH:27][cH:28]2)[c:12]2[c:11]([cH:10][cH:9][c:8]([Cl:7])[cH:30]2)[NH:17][C:16]1=[CH:18][N+:19](=[O:20])[O-:21]. Reactants: NC=1C=CC=2C(N3C(=NC2C1)C(CC3)=CC3=CC=CC=C3)=O (6-amino-3-benzylidene-1,2,3,9-tetrahydro-pyrrolo[2,1-b]quinazoline-9-one), C(=O)(OC)CCC(=O)Cl (3-carbometoxy propionyl chloride), N1=CC=CC=C1 (pyridine). The solvent is ice water, CC(=O)N(C)C (dimethylacetamide). Yields the product COC(CCC(=O)NC=1C=CC=2C(N3C(=NC2C1)C(CC3)=CC3=CC=CC=C3)=O)=O (3-[N-(3-benzylidene-9-oxo-1,2,3,9-tetrahydro-pyrrolo[2,1-b]quinazolin-6-yl)-aminocarbonyl]-propanoic acid methyl ester). RXN SMILES: [NH2:1][C:2]1[CH:3]=[CH:4][C:5]2[C:6](=[O:22])[N:7]3[CH2:14][CH2:13][C:12](=[CH:15][C:16]4[CH:21]=[CH:20][CH:19]=[CH:18][CH:17]=4)[C:8]3=[N:9][C:10]=2[CH:11]=1.[C:23]([CH2:27][CH2:28][C:29](Cl)=[O:30])([O:25][CH3:26])=[O:24].N1C=CC=CC=1>CC(N(C)C)=O>[CH3:26][O:25][C:23](=[O:24])[CH2:27][CH2:28][C:29]([NH:1][C:2]1[CH:3]=[CH:4][C:5]2[C:6](=[O:22])[N:7]3[CH2:14][CH2:13][C:12](=[CH:15][C:16]4[CH:21]=[CH:20][CH:19]=[CH:18][CH:17]=4)[C:8]3=[N:9][C:10]=2[CH:11]=1)=[O:30]. Reported procedure: 6-amino-3-benzylidene-1,2,3,9-tetrahydro-pyrrolo[2,1-b]quinazoline-9-one (2.5 g) was reacted with 3-carbometoxy propionyl chloride (1.95 g) in dimethylacetamide (110 ml) in the presence of pyridine (2 ml) at room temperature for 18 hours. The reaction mixture was then diluted with ice water and the precipitate was filtered and washed with water to give 3-[N-(3-benzylidene-9-oxo-1,2,3,9-tetrahydro-pyrrolo[2,1-b]quinazolin-6-yl)-aminocarbonyl]-propanoic acid methyl ester, m.p. 288°-291° C. (3.3 g)... Starting materials: O=C1Cc2ccccc2N(Cc2ccccc2)c2ccccc21, ClCCl, FS(F)(F)F, F. The product is FC1=Cc2ccccc2N(Cc2ccccc2)c2ccccc21. RXN SMILES: [CH2:1]([c:2]1[cH:3][cH:4][cH:5][cH:6][cH:7]1)[N:8]1[c:9]2[c:10]([cH:20][cH:21][cH:22][cH:23]2)[CH2:11][C:12](=[O:19])[c:13]2[c:14]1[cH:15][cH:16][cH:17][cH:18]2.[CH2:30]([Cl:31])[Cl:32].[F:25][S:26]([F:27])([F:28])[F:29].[FH:24]>>[CH2:1]([c:2]1[cH:3][cH:4][cH:5][cH:6][cH:7]1)[N:8]1[c:9]2[c:10]([cH:20][cH:21][cH:22][cH:23]2)[CH:11]=[C:12]([F:25])[c:13]2[c:14]1[cH:15][cH:16][cH:17][cH:18]2. Starting materials: OC(/C=C/C=C/C[C@@H](C)[C@@H]1[C@]2(CCCC([C@@H]2CCC1)=O)C)(C)C ((4aR,5R,8aR)-5-((3E,5E)-(R)-7-hydroxy-1,7-dimethyl-octa-3,5-dienyl)-4a-methyl-octahydro-naphthalen-1-one), [Si](C)(C)(C)C=1NC=CN1 (TMS-imidazole). The solvent is C(Cl)Cl (CH2Cl2). The product is C[C@H](C\C=C\C=C\C(C)(O[Si](C)(C)C)C)[C@@H]1[C@]2(CCCC([C@@H]2CCC1)=O)C ((4aR,5R,8aR)-5-[(3E,5E)-(R)-(1,7-dimethyl-7-trimethylsilanyloxy-octa-3,5-dienyl)]-4a-methyl-octahydro-naphthalen-1-one). Reaction SMILES: [OH:1][C:2]([CH3:23])([CH3:22])/[CH:3]=[CH:4]/[CH:5]=[CH:6]/[CH2:7][C@H:8]([C@H:10]1[CH2:19][CH2:18][CH2:17][C@@H:16]2[C@:11]1([CH3:21])[CH2:12][CH2:13][CH2:14][C:15]2=[O:20])[CH3:9].[Si:24](C1NC=CN=1)([CH3:27])([CH3:26])[CH3:25]>C(Cl)Cl>[CH3:9][C@@H:8]([C@H:10]1[CH2:19][CH2:18][CH2:17][C@@H:16]2[C@:11]1([CH3:21])[CH2:12][CH2:13][CH2:14][C:15]2=[O:20])[CH2:7]/[CH:6]=[CH:5]/[CH:4]=[CH:3]/[C:2]([CH3:22])([O:1][Si:24]([CH3:27])([CH3:26])[CH3:25])[CH3:23]. Procedure details: 323 mg of (4aR,5R,8aR)-5-((3E,5E)-(R)-7-hydroxy-1,7-dimethyl-octa-3,5-dienyl)-4a-methyl-octahydro-naphthalen-1-one, was reacted at 40° with 1.33 ml of TMS-imidazole (9 equivalents) in 8 ml of CH2Cl2. After a few hours the mixture was poured onto crushed ice, extracted with ether, washed with water, dried over sodium sulfate and evaporated to dryness. Flash chromatography (SiO2, hexane/AcOEt=9/1) yielded 326 mg of (4aR,5R,8aR)-5-[(3E,5E)-(R)-(1,7-dimethyl-7-trimethylsilanyloxy-octa-3,5-dienyl)]-4... The reactants are BrC=1C=NC(=NC1)OCCOC1=C(C(=NC=N1)NS(=O)(=O)C1=CC=C(C=C1)C(C)(C)C)C1=CC=C(C=C1)C (N-[6-{2-(5-Bromopyrimidin-2-yloxy)ethoxy}-5-(4-methylphenyl)pyrimidin-4-yl]-4-tert-butylbenzenesulfonamide), C(C1=CC=CC=C1)=O (benzaldehyde). Yields the product C(C)(C)(C)C1=CC=C(C=C1)S(=O)(=O)NC1=NC=NC(=C1C1=CC=C(C=C1)C)OCCOC1=NC=C(C=N1)C(C1=CC=CC=C1)O (4-tert-butyl-N-[6-{2-(5-(α-hydroxybenzyl)primidin-2-yloxy)ethoxy}-5-(4-methylphenyl)pyrimidin-4-yl]-benzenesulfonamide). Reaction SMILES: Br[C:2]1[CH:3]=[N:4][C:5]([O:8][CH2:9][CH2:10][O:11][C:12]2[N:17]=[CH:16][N:15]=[C:14]([NH:18][S:19]([C:22]3[CH:27]=[CH:26][C:25]([C:28]([CH3:31])([CH3:30])[CH3:29])=[CH:24][CH:23]=3)(=[O:21])=[O:20])[C:13]=2[C:32]2[CH:37]=[CH:36][C:35]([CH3:38])=[CH:34][CH:33]=2)=[N:6][CH:7]=1.[CH:39](=[O:46])[C:40]1[CH:45]=[CH:44][CH:43]=[CH:42][CH:41]=1>>[C:28]([C:25]1[CH:26]=[CH:27][C:22]([S:19]([NH:18][C:14]2[C:13]([C:32]3[CH:37]=[CH:36][C:35]([CH3:38])=[CH:34][CH:33]=3)=[C:12]([O:11][CH2:10][CH2:9][O:8][C:5]3[N:4]=[CH:3][C:2]([CH:39]([OH:46])[C:40]4[CH:45]=[CH:44][CH:43]=[CH:42][CH:41]=4)=[CH:7][N:6]=3)[N:17]=[CH:16][N:15]=2)(=[O:21])=[O:20])=[CH:23][CH:24]=1)([CH3:31])([CH3:30])[CH3:29]. Reported procedure: N-[6-{2-(5-Bromopyrimidin-2-yloxy)ethoxy}-5-(4-methylphenyl)pyrimidin-4-yl]-4-tert-butylbenzenesulfonamide and benzaldehyde are treated in the same manner as in Example 129 to give 4-tert-butyl-N-[6-{2-(5-(α-hydroxybenzyl)primidin-2-yloxy)ethoxy}-5-(4-methylphenyl)pyrimidin-4-yl]-benzenesulfonamide. Run at time 2 hour. Reported procedure: To a solution of 2.58 g (20 mmol) of (1S,2S,6R)-2-methyl-3,7-dioxabicyclo[4.1.0]-heptan-4-one in 300 ml of anhydrous toluene cooled to -75° was added under argon 14 ml (24.5 mmol) of a 1.75 M solution of DIBAL-H in toluene. The reaction mixture was stirred at -75° for 2 hr and then quickly poured onto a slurry of 260 g of silica gel (Silica Gel 60 Merck) in toluene and allowed to filter. The slurry was washed with 3 L of methylene chloride-methanol (9:1). The combined filtrate and washings were ... Starting materials: solution, CC(C)C[AlH]CC(C)C (DIBAL-H), C[C@H]1[C@@H]2O[C@@H]2CC(O1)=O ((1S,2S,6R)-2-methyl-3,7-dioxabicyclo[4.1.0]-heptan-4-one). As a reaction SMILES: [CH3:1][C@@H:2]1[O:8][C:7](=[O:9])[CH2:6][C@@H:5]2[C@H:3]1[O:4]2.CC(C[AlH]CC(C)C)C>C1(C)C=CC=CC=1>[O:9]=[CH:7][CH2:6][C@H:5]1[O:4][C@H:3]1[C@H:2]([CH3:1])[OH:8]. Run in C1(=CC=CC=C1)C (toluene), C1(=CC=CC=C1)C (toluene), C1(=CC=CC=C1)C (toluene). The product is O=CC[C@@H]1[C@@H](O1)[C@@H](O)C (3,4-anhydro-2,6-dideoxy-L-ribo-hexose). The reactants are C1=CC=CC=C1 (benzene), N1C=C(C2=CC=CC=C12)CC(O)O (Indole-3-ethanediol), C(CC(=O)C)(=O)OC (methyl acetoacetate), C1(=CC=C(C=C1)S(=O)(=O)O)C (p-Toluenesulfonic acid). Solvent: O (Water). Conditions: time 12 hour. The product is ester, COC(CC1(SCCC2=C1NC1=CC=CC=C21)C)=O (1-methyl-1,3,4,9-tetrahydrothiopyrano[3,4-b]indole-1-acetic acid methyl ester). As a reaction SMILES: [NH:1]1[C:9]2[C:4](=[CH:5][CH:6]=[CH:7][CH:8]=2)[C:3]([CH2:10][CH:11](O)O)=[CH:2]1.[C:14]([O:20][CH3:21])(=[O:19])[CH2:15][C:16]([CH3:18])=O.C1C=CC=CC=1.C1(C)C=CC([S:34](O)(=O)=O)=CC=1>O>[CH3:21][O:20][C:14](=[O:19])[CH2:15][C:16]1([CH3:18])[C:2]2[NH:1][C:9]3[C:4]([C:3]=2[CH2:10][CH2:11][S:34]1)=[CH:5][CH:6]=[CH:7][CH:8]=3. Procedure: Indole-3-ethanediol (1.5 g.) and methyl acetoacetate are mixed with 50 ml. of benzene and the solution heated for 30 min. (bath temperature 70° - 80° C.). p-Toluenesulfonic acid (0.15 g.) is added and the reaction mixture is subjected to reflux and stirring for 12 hours. Water formed in the reaction mixture during this period is collected by a water separator. After cooling the benzene solution is washed with 10% solution of sodium bicarbonate, water, saturated brine and dried over sodium sulfat... The reactants are CCOCC, O=S(=O)(Cl)c1cc2ccc(Cl)cc2s1, Cl, N#Cc1ccc(O)c(CN2CCC(N)C2=O)c1. Yields the product N#Cc1ccc(O)c(CN2CCC(NS(=O)(=O)c3cc4ccc(Cl)cc4s3)C2=O)c1. RXN SMILES: [CH3:33][CH2:34][O:35][CH2:36][CH3:37].[Cl:19][c:20]1[cH:21][cH:22][c:23]2[c:24]([s:25][c:26]([S:28](=[O:29])(=[O:30])[Cl:31])[cH:27]2)[cH:32]1.[ClH:1].[NH2:2][CH:3]1[C:4](=[O:18])[N:5]([CH2:8][c:9]2[cH:10][c:11]([C:12]#[N:13])[cH:14][cH:15][c:16]2[OH:17])[CH2:6][CH2:7]1>>[NH:2]([CH:3]1[C:4](=[O:18])[N:5]([CH2:8][c:9]2[cH:10][c:11]([C:12]#[N:13])[cH:14][cH:15][c:16]2[OH:17])[CH2:6][CH2:7]1)[S:28]([c:26]1[s:25][c:24]2[c:23]([cH:22][cH:21][c:20]([Cl:19])[cH:32]2)[cH:27]1)(=[O:29])=[O:30].